From a dataset of the Open Reaction Database (ORD), a public repository of structured organic reaction records. describe an organic reaction: reactants, conditions, products, and yield Starting materials: C(C)N(CCCC(O)C1=CC=C(C=C1)NS(=O)(=O)C)CCCCC(C)(C)OC(C)=O (N-(4-(4-(Ethyl(5 -acetoxy-5 -methylhexyl)amino)-1-hydroxybutyl)phenyl)methanesulfonamide), solution, C([O-])([O-])=O.[K+].[K+] (potassium carbonate), C([O-])([O-])=O.[K+].[K+] (potassium carbonate). The solvent is CO (MeOH), O (water). Reaction conditions: time 24 hour. Yields the product C(C)N(CCCC(O)C1=CC=C(C=C1)NS(=O)(=O)C)CCCCC(C)(C)O (N-[4-[4-[Ethyl(5-hydroxy-5 -methylhexyl)amino]-1-hydroxybutyl]phenyl]methanesulfonamide). Yield: 35.0%. Reaction SMILES: [CH2:1]([N:3]([CH2:20][CH2:21][CH2:22][CH2:23][C:24]([O:27]C(=O)C)([CH3:26])[CH3:25])[CH2:4][CH2:5][CH2:6][CH:7]([C:9]1[CH:14]=[CH:13][C:12]([NH:15][S:16]([CH3:19])(=[O:18])=[O:17])=[CH:11][CH:10]=1)[OH:8])[CH3:2].C(=O)([O-])[O-].[K+].[K+]>CO.O>[CH2:1]([N:3]([CH2:20][CH2:21][CH2:22][CH2:23][C:24]([OH:27])([CH3:26])[CH3:25])[CH2:4][CH2:5][CH2:6][CH:7]([C:9]1[CH:14]=[CH:13][C:12]([NH:15][S:16]([CH3:19])(=[O:17])=[O:18])=[CH:11][CH:10]=1)[OH:8])[CH3:2] |f:1.2.3|. Procedure details: A stirred mixture of the product from Example 25 (0.92 g, 2.08 mmol) and 17.2 mL of a solution of potassium carbonate (5 g) in MeOH (80 mL) and water (20 mL) was refluxed, under nitrogen for 24 h. An additional 17.2 mL of the potassium carbonate solution was added and reflux was continued for 24 h. The mixture was then concentrated to remove MeOH and the aqueous residue was adjusted to pH 8 and washed with EtOAc. The aqueous solution was then concentrated to dryness, and the solid residue was ex... Starting materials: CCOC(=O)c1cnn(-c2ccc(OC(CC)CC)c(C#N)c2)c1, CC(=O)O, CCO, [Na+], [OH-], O. Product: CCC(CC)Oc1ccc(-n2cc(C(=O)O)cn2)cc1C#N. As a reaction SMILES: [C:1](#[N:2])[c:3]1[cH:4][c:5](-[n:15]2[n:16][cH:17][c:18]([C:20](=[O:21])[O:22][CH2:23][CH3:24])[cH:19]2)[cH:6][cH:7][c:8]1[O:9][CH:10]([CH2:11][CH3:12])[CH2:13][CH3:14].[CH3:28][C:29](=[O:30])[OH:31].[CH3:32][CH2:33][OH:34].[Na+:26].[OH-:25].[OH2:27]>>[C:1](#[N:2])[c:3]1[cH:4][c:5](-[n:15]2[n:16][cH:17][c:18]([C:20](=[O:21])[OH:22])[cH:19]2)[cH:6][cH:7][c:8]1[O:9][CH:10]([CH2:11][CH3:12])[CH2:13][CH3:14]. Starting materials: C[O-].[Na+] (NaOMe), C(C)(=O)O[C@@H]1[C@H](O[C@H]([C@@H]([C@H]1OC(C)=O)OC(C)=O)C1=C2CCCOC2=C(C(=C1)CC1=CC=C(C=C1)C1CC1)Cl)COC(C)=O ((2R,3R,4R,5S,6S)-2-(Acetoxymethyl)-6-(8-chloro-7-(4-cyclopropylbenzyl)chroman-5-yl)tetrahydro-2H-pyran-3,4,5-triyl triacetate), CC(=O)O (AcOH). Solvent: CO (MeOH). Run at time 1 hour. Yields the product ClC=1C(=CC(=C2CCCOC12)[C@@H]1O[C@@H]([C@H]([C@@H]([C@H]1O)O)O)CO)CC1=CC=C(C=C1)C1CC1 ((2S,3R,4R,5S,6R)-2-(8-Chloro-7-(4-cyclopropylbenzyl)chroman-5-yl)-6-(hydroxymethyl)tetrahydro-2H-pyran-3,4,5-triol). The yield is 33.4%. Reaction SMILES: C([O:4][C@H:5]1[C@H:10]([O:11]C(=O)C)[C@@H:9]([O:15]C(=O)C)[C@H:8]([C:19]2[CH:28]=[C:27]([CH2:29][C:30]3[CH:35]=[CH:34][C:33]([CH:36]4[CH2:38][CH2:37]4)=[CH:32][CH:31]=3)[C:26]([Cl:39])=[C:25]3[C:20]=2[CH2:21][CH2:22][CH2:23][O:24]3)[O:7][C@@H:6]1[CH2:40][O:41]C(=O)C)(=O)C.C[O-].[Na+].CC(O)=O>CO>[Cl:39][C:26]1[C:27]([CH2:29][C:30]2[CH:31]=[CH:32][C:33]([CH:36]3[CH2:38][CH2:37]3)=[CH:34][CH:35]=2)=[CH:28][C:19]([C@H:8]2[C@H:9]([OH:15])[C@@H:10]([OH:11])[C@H:5]([OH:4])[C@@H:6]([CH2:40][OH:41])[O:7]2)=[C:20]2[C:25]=1[O:24][CH2:23][CH2:22][CH2:21]2 |f:1.2|. Procedure details: To a suspension of acetate 180 (152 mg, 0.24 mmol) in MeOH (5 mL) was added NaOMe (25 wt % in MeOH, 0.05 mL) at room temperature. The mixture was stirred at room temperature for 1 hour. Glacial AcOH was added to the mixture to acidify the mixture. The mixture was concentrated under reduced pressure. The residue was purified by prep HPLC (reverse phase) to provide the compound E155 (37 mg, 34%).